This data is from the Open Reaction Database (ORD), a public repository of structured organic reaction records. The task is: describe an organic reaction: reactants, conditions, products, and yield Starting materials: CC=CCC (2-pentene), CC(C)=CC (2-methyl-2-butene), C=C (ethene), C=C (ethene), D1. The product is C=CCC (1-butene), C=C(C)C (isobutene), C=CC (propene). As a reaction SMILES: C=C.[CH3:3][CH:4]=[CH:5][CH2:6]C.[CH3:8][C:9](=[CH:11]C)[CH3:10]>>[CH2:3]=[CH:4][CH2:5][CH3:6].[CH2:8]=[C:9]([CH3:11])[CH3:10].[CH2:3]=[CH:4][CH3:5]. Procedure details: In a first reactor R1, 1-butene, 2-butene and isobutene are reacted in the presence of the metathesis catalyst of the present invention to give propene, 2-pentene and 2-methyl-2-butene. For this purpose, a raffinate I stream is fed to the reactor. The reactor is followed by a distillation column D1 at the top of which propene and ethene formed as by-product are removed. Unreacted raffinate I is taken off at the middle offtake. Some of it may: also be returned to the reactor R1 (not shown in FIG.... Reactants: OC1=CC=C(C(=O)OCC)C=C1 (ethyl 4-hydroxybenzoate), C([O-])([O-])=O.[K+].[K+] (potassium carbonate), C(Cl)C1CO1 (epichlorohydrin). Run in CC(=O)C (acetone). Yields the product O1C(COC2=CC=C(C(=O)OCC)C=C2)C1 (Ethyl 4-(2,3-Epoxypropoxy)benzoate). Isolated yield 60.7%. RXN SMILES: [OH:1][C:2]1[CH:12]=[CH:11][C:5]([C:6]([O:8][CH2:9][CH3:10])=[O:7])=[CH:4][CH:3]=1.C(=O)([O-])[O-].[K+].[K+].[CH2:19]([CH:21]1[O:23][CH2:22]1)Cl>CC(C)=O>[O:23]1[CH2:22][CH:21]1[CH2:19][O:1][C:2]1[CH:3]=[CH:4][C:5]([C:6]([O:8][CH2:9][CH3:10])=[O:7])=[CH:11][CH:12]=1 |f:1.2.3|. Reported procedure: A mixture of 16.7 gm (0.10 mole) of ethyl 4-hydroxybenzoate, 20.7 gm (0.15 mole) of potassium carbonate and 24 mL (0.30 mole) of epichlorohydrin in 250 mL acetone was heated to reflux for 12 hours. The reaction medium was then filtered and evaporated. The resulting oil was taken up in 100 mL toluene and washed with 100 mL 1.0N sodium hydroxide and 2×100 mL water. The toluene phase was then dried over magnesium sulfate and evaporated to give 13.5 gm (61%) of a clear oil. The NMR spectrum of this ... Starting materials: Cl (hydrochloric acid), CC1(CC1)C(=O)N1[C@@H]2C(O[C@H](C1)C2)=O ((1S,4S)-5-(1-Methyl-cyclopropanecarbonyl)-2-oxa-5-aza-bicyclo[2.2.1]heptan-3-one), Cl.NC1(CC1)C#N (1-amino-cyclopropanecarbonitrile hydrochloride), C(C)C(C(=O)[O-])CCCC.[Na+] (sodium 2-ethylhexanoate), [Cl-].[Na+] (sodium chloride). Run in O (water), ClCCl (dichloromethane). Run at temperature 50 celsius, time 16 hour. Product: C(#N)C1(CC1)NC(=O)[C@H]1N(C[C@H](C1)O)C(=O)C1(CC1)C ((2S,4S)-4-hydroxy-1-(1-methyl-cyclopropanecarbonyl)-pyrrolidine-2-carboxylic acid (1-cyano-cyclopropyl)-amide). The yield is 91.1%. Reaction SMILES: [CH3:1][C:2]1([C:5]([N:7]2[CH2:12][C@@H:11]3[CH2:13][C@H:8]2[C:9](=[O:14])[O:10]3)=[O:6])[CH2:4][CH2:3]1.Cl.[NH2:16][C:17]1([C:20]#[N:21])[CH2:19][CH2:18]1.C(C(CCCC)C([O-])=O)C.[Na+].Cl.[Cl-].[Na+]>O.ClCCl>[C:20]([C:17]1([NH:16][C:9]([C@@H:8]2[CH2:13][C@H:11]([OH:10])[CH2:12][N:7]2[C:5]([C:2]2([CH3:1])[CH2:4][CH2:3]2)=[O:6])=[O:14])[CH2:19][CH2:18]1)#[N:21] |f:1.2,3.4,6.7|. Procedure: (1S,4S)-5-(1-Methyl-cyclopropanecarbonyl)-2-oxa-5-aza-bicyclo[2.2.1]heptan-3-one (100 g, 512 mmol), 1-amino-cyclopropanecarbonitrile hydrochloride (62.0 g, 523 mmol), and sodium 2-ethylhexanoate (97%, 96.5 g, 563 mmol) were dissolved in water (500 mL). The mixture was stirred for 16 h at 50° C. After cooling to room temperature, dichloromethane (500 mL) was added, the mixture was acidified by addition of hydrochloric acid (25% m/m, 13.8 mL, 106 mmol), and sodium chloride (120 g) was added. The m... Reactants: OC1=CC=C(C=O)C=C1 (p-hydroxybenzaldehyde), S(=O)(=O)(OC)OC (dimethyl sulfate), C([O-])([O-])=O.[Na+].[Na+] (sodium carbonate), O (water), O (water). The solvent is C1=CC=CC=C1 (benzene). Yields the product COC1=CC=C(C=O)C=C1 (p-methoxybenzaldehyde). Yield: 99.7%. RXN SMILES: [OH:1][C:2]1[CH:9]=[CH:8][C:5]([CH:6]=[O:7])=[CH:4][CH:3]=1.S(OC)(O[CH3:14])(=O)=O.C(=O)([O-])[O-].[Na+].[Na+].O>C1C=CC=CC=1>[CH3:14][O:1][C:2]1[CH:9]=[CH:8][C:5]([CH:6]=[O:7])=[CH:4][CH:3]=1 |f:2.3.4|. Procedure details: 20 g of p-hydroxybenzaldehyde (0.164 mol) was reacted with 29.0 g of dimethyl sulfate (0.230 mol) and 22.0 g of sodium carbonate (0.20 mol) for 2 hr. at 75°-80° C. A total of 12 ml of water was added in small portions over the last hour. Work-up by addition of water, acidification and benzene extraction yielded 22.27 g of p-methoxybenzaldehyde (99.9%) containing not more than 0.1% p-hydroxybenzaldehyde. The reactants are CC(CNCc1ccccc1)(Cc1ccccc1)NC(=O)OC(C)(C)C, O=C(O)C(F)(F)F, [OH-], [OH-], [Pd+2]. The product is CC(CN)(Cc1ccccc1)NC(=O)OC(C)(C)C. As a reaction SMILES: [CH2:1]([c:2]1[cH:3][cH:4][cH:5][cH:6][cH:7]1)[C:8]([CH2:9][NH:10][CH2:11][c:12]1[cH:13][cH:14][cH:15][cH:16][cH:17]1)([CH3:18])[NH:19][C:20]([O:21][C:22]([CH3:23])([CH3:24])[CH3:25])=[O:26].[F:27][C:28]([F:29])([F:30])[C:31]([OH:32])=[O:33].[OH-:34].[OH-:35].[Pd+2:36]>>[CH2:1]([c:2]1[cH:3][cH:4][cH:5][cH:6][cH:7]1)[C:8]([CH2:9][NH2:10])([CH3:18])[NH:19][C:20]([O:21][C:22]([CH3:23])([CH3:24])[CH3:25])=[O:26]. Starting materials: C(C)OCC (diethyl ether), [Cr](=O)(=O)([O-])Cl.[NH+]1=CC=CC=C1 (pyridinium chlorochromate), 4A, O[C@@H]1C[C@@H](N(CC1)C(=O)OC(C)(C)C)C(=O)OCC (ethyl cis-4-hydroxy-N-t-butoxycarbonyl-2-piperidinecarboxylate). Run in C(Cl)Cl (methylene chloride), C(Cl)Cl (methylene chloride). Yields the product O=C1CC(N(CC1)C(=O)OC(C)(C)C)C(=O)OCC (ethyl 4-oxo-N-t-butoxycarbonyl-2-piperidinecarboxylate). Isolated yield 69.0%. As a reaction SMILES: [Cr](Cl)([O-])(=O)=O.[NH+]1C=CC=CC=1.[OH:12][C@H:13]1[CH2:18][CH2:17][N:16]([C:19]([O:21][C:22]([CH3:25])([CH3:24])[CH3:23])=[O:20])[C@@H:15]([C:26]([O:28][CH2:29][CH3:30])=[O:27])[CH2:14]1.C(OCC)C>C(Cl)Cl>[O:12]=[C:13]1[CH2:18][CH2:17][N:16]([C:19]([O:21][C:22]([CH3:25])([CH3:24])[CH3:23])=[O:20])[CH:15]([C:26]([O:28][CH2:29][CH3:30])=[O:27])[CH2:14]1 |f:0.1|. Procedure details: To a 1 l. 138 round bottom flask was added 33.6 g (0.16 mol) of pyridinium chlorochromate, 35 g of powdered 4A molecular sieves and 200 ml of methylene chloride. After stirring the mixture at room temperature for sixty minutes, a solution of 21.3 g (0.078 mol) of ethyl cis-4-hydroxy-N-t-butoxycarbonyl-2-piperidinecarboxylate in 50 ml of methylene chloride was added. After stirring the mixture for sixty minutes at room temperature, 700 ml of diethyl ether was added. The mixture was filtered throu... Product: NC(=O)NC=1NC(=CC1C(=O)N)C1=C(C=CC=C1)O (2-Aminocarbonylamino-5-(2-hydroxyphenyl)pyrrole-3-carboxamide). Reported procedure: Boron tribromide in dichloromethane solution (17%, 5.8 mL, 5.8 mmol) was added dropwise to a suspension of 2-aminocarbonylamino-5-(2-methoxyphenyl)pyrrole-3-carboxamide (Compound No. 1-9, 0.40 g, 1.5 mmol) in anhydrous dichloromethane (8 mL) for 7 minutes at −78° C., and the mixture was stirred for 30 minutes. Moreover, the mixture was stirred under ice-cooling for 5 hours, water (25 mL) was added thereto. The precipitated solid was filtered off with chloroform, dried under reduced pressure to g... Run in ClCCl (dichloromethane), ClCCl (dichloromethane). RXN SMILES: B(Br)(Br)Br.[NH2:5][C:6]([NH:8][C:9]1[NH:10][C:11]([C:17]2[CH:22]=[CH:21][CH:20]=[CH:19][C:18]=2[O:23]C)=[CH:12][C:13]=1[C:14]([NH2:16])=[O:15])=[O:7].O>ClCCl>[NH2:5][C:6]([NH:8][C:9]1[NH:10][C:11]([C:17]2[CH:22]=[CH:21][CH:20]=[CH:19][C:18]=2[OH:23])=[CH:12][C:13]=1[C:14]([NH2:16])=[O:15])=[O:7]. Conditions: time 30 minute. The reactants are B(Br)(Br)Br (Boron tribromide), NC(=O)NC=1NC(=CC1C(=O)N)C1=C(C=CC=C1)OC (2-aminocarbonylamino-5-(2-methoxyphenyl)pyrrole-3-carboxamide), O (water).